Dataset: the Open Reaction Database (ORD), a public repository of structured organic reaction records. Task: describe an organic reaction: reactants, conditions, products, and yield The reactants are CCO, CCOC(=O)C1=Cc2cc(Cl)cc(C#Cc3ccccc3)c2OC1C(F)(F)F. Yields the product CCOC(=O)C1=Cc2cc(Cl)cc(CCc3ccccc3)c2OC1C(F)(F)F. As a reaction SMILES: [CH3:29][CH2:30][OH:31].[Cl:1][c:2]1[cH:3][c:4]2[c:9]([c:10]([C:12]#[C:13][c:14]3[cH:15][cH:16][cH:17][cH:18][cH:19]3)[cH:11]1)[O:8][CH:7]([C:20]([F:21])([F:22])[F:23])[C:6]([C:24](=[O:25])[O:26][CH2:27][CH3:28])=[CH:5]2>>[Cl:1][c:2]1[cH:3][c:4]2[c:9]([c:10]([CH2:12][CH2:13][c:14]3[cH:15][cH:16][cH:17][cH:18][cH:19]3)[cH:11]1)[O:8][CH:7]([C:20]([F:21])([F:22])[F:23])[C:6]([C:24](=[O:25])[O:26][CH2:27][CH3:28])=[CH:5]2.